Dataset: the Open Reaction Database (ORD), a public repository of structured organic reaction records. Task: describe an organic reaction: reactants, conditions, products, and yield Reactants: COC(=O)C1=CC(=NN1CC1=CC=C(C=C1)OC)C(=O)O (1-(4-methoxy-benzyl)-1H-pyrazole-3,5-dicarboxylic acid 5-methyl ester), C1(=CC=CC=C1)C (toluene), S(=O)(Cl)Cl (thionyl chloride), [N-]=[N+]=[N-].[Na+] (sodium azide), ice water. Run in O (water). Run at time 1 minute. Product: COC(=O)C=1N(N=C(C1)C(=O)N=[N+]=[N-])CC1=CC=C(C=C1)OC (5-azidocarbonyl-2-(4-methoxy-benzyl)-2H-pyrazole-3-carboxylic acid methyl ester). RXN SMILES: [CH3:1][O:2][C:3]([C:5]1[N:9]([CH2:10][C:11]2[CH:16]=[CH:15][C:14]([O:17][CH3:18])=[CH:13][CH:12]=2)[N:8]=[C:7]([C:19]([OH:21])=O)[CH:6]=1)=[O:4].C1(C)C=CC=CC=1.S(Cl)(Cl)=O.[N-:33]=[N+:34]=[N-:35].[Na+]>O>[CH3:1][O:2][C:3]([C:5]1[N:9]([CH2:10][C:11]2[CH:16]=[CH:15][C:14]([O:17][CH3:18])=[CH:13][CH:12]=2)[N:8]=[C:7]([C:19]([N:33]=[N+:34]=[N-:35])=[O:21])[CH:6]=1)=[O:4] |f:3.4|. Procedure details: In a round bottom flask, 1-(4-methoxy-benzyl)-1H-pyrazole-3,5-dicarboxylic acid 5-methyl ester (105, 5.48 g, 18.9 mmol) was combined with 20 mL of toluene and thionyl chloride (6 mL, 80 mmol). The reaction was heated at reflux for 40 minutes, then concentrated 2× from toluene and the resulting solid dried under vacuum. This was dissolved in 30.0 mL of acetone and sodium azide (3.8 g, 58 mmol) in 10.0 mL of water was added and stirred for 1 minute. The reaction was poured into 250 mL of ice water...